Dataset: the Open Reaction Database (ORD), a public repository of structured organic reaction records. Task: describe an organic reaction: reactants, conditions, products, and yield Starting materials: CCOC(=O)c1noc(C(CCCC2CCCCC2)CC(=O)OC(C)(C)C)n1, CN, CCO. Yields the product CNC(=O)c1noc(C(CCCC2CCCCC2)CC(=O)OC(C)(C)C)n1. RXN SMILES: [C:1]([CH3:2])([CH3:3])([CH3:4])[O:5][C:6]([CH2:7][CH:8]([CH2:9][CH2:10][CH2:11][CH:12]1[CH2:13][CH2:14][CH2:15][CH2:16][CH2:17]1)[c:18]1[n:19][c:20]([C:23](=[O:24])[O:25][CH2:26][CH3:27])[n:21][o:22]1)=[O:28].[CH3:29][NH2:30].[CH3:31][CH2:32][OH:33]>>[C:1]([CH3:2])([CH3:3])([CH3:4])[O:5][C:6]([CH2:7][CH:8]([CH2:9][CH2:10][CH2:11][CH:12]1[CH2:13][CH2:14][CH2:15][CH2:16][CH2:17]1)[c:18]1[n:19][c:20]([C:23](=[O:24])[NH:30][CH3:29])[n:21][o:22]1)=[O:28]. Starting materials: ClC1=C(OCC(=O)O)C=CC(=C1)Cl (2,4-Dichlorophenoxyacetic acid), ClC1=C(OCC(=O)Cl)C=CC(=C1)Cl (2,4-dichlorophenoxyacetic acid chloride), acid chloride, NC1=CC=C(C=C1)N1C2=C(NC(CC1=O)=O)C1=CC=CC=C1C=C2 (5-(4-aminophenyl)-1H-naphtho[1,2-b][1,4]diazepine-2,4(3H,5H)-dione). Product: ClC1=C(OCC(=O)NC2=CC=C(C=C2)N2C3=C(NC(CC2=O)=O)C2=CC=CC=C2C=C3)C=CC(=C1)Cl (5-[4-[2-(2,4-Dichlorophenoxy)acetylamino]phenyl]-1H-naphtho[1,2-b][1,4]diazepine-2,4(3H,5H)-dione). Isolated yield 22.3%. As a reaction SMILES: [Cl:1][C:2]1[CH:12]=[C:11]([Cl:13])[CH:10]=[CH:9][C:3]=1[O:4][CH2:5][C:6]([OH:8])=O.[NH2:14][C:15]1[CH:20]=[CH:19][C:18]([N:21]2[C:27](=[O:28])[CH2:26][C:25](=[O:29])[NH:24][C:23]3[C:30]4[C:35]([CH:36]=[CH:37][C:22]2=3)=[CH:34][CH:33]=[CH:32][CH:31]=4)=[CH:17][CH:16]=1.ClC1C=C(Cl)C=CC=1OCC(Cl)=O>>[Cl:1][C:2]1[CH:12]=[C:11]([Cl:13])[CH:10]=[CH:9][C:3]=1[O:4][CH2:5][C:6]([NH:14][C:15]1[CH:20]=[CH:19][C:18]([N:21]2[C:27](=[O:28])[CH2:26][C:25](=[O:29])[NH:24][C:23]3[C:30]4[C:35]([CH:36]=[CH:37][C:22]2=3)=[CH:34][CH:33]=[CH:32][CH:31]=4)=[CH:17][CH:16]=1)=[O:8]. Reported procedure: 2,4-Dichlorophenoxyacetic acid (42 mg, 0.190 mmol) was made into acid chloride in a conventional manner. By using 5-(4-aminophenyl)-1H-naphtho[1,2-b][1,4]diazepine-2,4(3H,5H)-dione (30 mg, 0.095 mmol) obtained in Example 1, (3), and 2,4-dichlorophenoxyacetic acid chloride mentioned above, the title compound (11 mg, yield 22%) was obtained in the same manner as that of Example 1. Yields the product ClC=1C=C(C=CC1Cl)NC1=NC=C(C(=N1)Cl)C(F)(F)F (2-(3,4-dichlorophenylamino)-4-chloro-5-trifluoromethyl-pyrimidine). Reaction conditions: time 3 day. Reactants: ClC1=NC=C(C(=N1)Cl)C(F)(F)F (2,4-dichloro-5-trifluoromethyl-pyrimidine), ClC=1C=C(N)C=CC1Cl (3,4-dichloroaniline), C([O-])([O-])=O.[K+].[K+] (potassium carbonate). Run in O1CCOCC1 (dioxane), O1CCOCC1 (dioxane). As a reaction SMILES: [Cl:1][C:2]1[CH:3]=[C:4]([CH:6]=[CH:7][C:8]=1[Cl:9])[NH2:5].Cl[C:11]1[N:16]=[C:15]([Cl:17])[C:14]([C:18]([F:21])([F:20])[F:19])=[CH:13][N:12]=1.C(=O)([O-])[O-].[K+].[K+]>O1CCOCC1>[Cl:1][C:2]1[CH:3]=[C:4]([NH:5][C:11]2[N:16]=[C:15]([Cl:17])[C:14]([C:18]([F:20])([F:21])[F:19])=[CH:13][N:12]=2)[CH:6]=[CH:7][C:8]=1[Cl:9] |f:2.3.4|. Procedure details: 4.86 g of 3,4-dichloroaniline dissolved in 10 ml of dioxane are added to 6.51 g of 2,4-dichloro-5-trifluoromethyl-pyrimidine in 40 ml of dioxane at ambient temperature. Then 6 ml of 5 M potassium carbonate solution are added and the mixture is stirred for three days at ambient temperature. It is then filtered through Alox B (20 ml) and washed with dioxane. The filtrate is concentrated by evaporation, the residue dissolved in 50 ml methylene chloride and this solution is cooled in a bath of dry i... Starting materials: FC1=C(C(=O)N(C)OC)C=CC=C1Cl (2-fluoro-3-chloro-N-methoxy-N-methyl-benzamide), COC1=C(C=CC(=C1)OC)[Mg]Br (2,4-dimethoxyphenylmagnesium bromide). Yields the product ClC=1C(=C(C=CC1)C(=O)C1=C(C=C(C=C1)OC)OC)F ((3-chloro-2-fluorophenyl)(2,4-dimethoxyphenyl)methanone). As a reaction SMILES: [F:1][C:2]1[C:13]([Cl:14])=[CH:12][CH:11]=[CH:10][C:3]=1[C:4](N(OC)C)=[O:5].[CH3:15][O:16][C:17]1[CH:22]=[C:21]([O:23][CH3:24])[CH:20]=[CH:19][C:18]=1[Mg]Br>>[Cl:14][C:13]1[C:2]([F:1])=[C:3]([C:4]([C:20]2[CH:19]=[CH:18][C:17]([O:16][CH3:15])=[CH:22][C:21]=2[O:23][CH3:24])=[O:5])[CH:10]=[CH:11][CH:12]=1. Procedure details: Prepared according to Method A step B from 2-fluoro-3-chloro-N-methoxy-N-methyl-benzamide (2.44 g, 11.2 mmol) and 2,4-dimethoxyphenylmagnesium bromide (20 mL, 0.5 M in THF) to give 0.95 g of the title compound as a white solid. The reactants are N1=CC=CC=C1 (pyridine), NC=1C(=NC(=CC1C)Cl)Cl (3-Amino-2,6-dichloro-4-methylpyridine), BrC=1C=C(C(=NC1)Cl)C(=O)Cl (5-Bromo-2-chloro-3-pyridinecarbonyl chloride). Run in O (water), C1(=CC=CC=C1)C (toluene). Reaction conditions: time 1 hour. The product is BrC=1C=C(C(=NC1)Cl)C(=O)NC=1C(=NC(=CC1C)Cl)Cl (5-Bromo-2-chloro-N-(2,6dichloro-4-methyl-3-pyridinyl)-3-pyridinecarboxamide). The yield is 36.4%. Reaction SMILES: [NH2:1][C:2]1[C:3]([Cl:10])=[N:4][C:5]([Cl:9])=[CH:6][C:7]=1[CH3:8].N1C=CC=CC=1.[Br:17][C:18]1[CH:19]=[C:20]([C:25](Cl)=[O:26])[C:21]([Cl:24])=[N:22][CH:23]=1>C1(C)C=CC=CC=1.O>[Br:17][C:18]1[CH:19]=[C:20]([C:25]([NH:1][C:2]2[C:3]([Cl:10])=[N:4][C:5]([Cl:9])=[CH:6][C:7]=2[CH3:8])=[O:26])[C:21]([Cl:24])=[N:22][CH:23]=1. Reported procedure: 3-Amino-2,6-dichloro-4-methylpyridine (0.51 g, 2.85 mmol) was dissolved in toluene (35 mL) and pyridine (0.27 mL, 3.28 mmol) was added. 5-Bromo-2-chloro-3-pyridinecarbonyl chloride (0.80 g, 3.14 mmol) was then added dropwise over 30 min. The resulting mixture was stirred at room temperature for 1 h, diluted with water and extracted with toluene (2×). The combined organic extracts were dried (MgSO4), filtered and concentrated under reduced pressure. The resulting thick oil was triturated with CH2... Reactants: CSC=1C=C(NC2CCN(CC2)CC2=CC(=NC=C2)C2=CC(=C(C(=C2)OC)OC)OC)C=CC1 (4-(3-Methylthioanilino)-1-[[2-(3,4,5-trimethoxyphenyl)pyridin-4-yl]methyl]piperidine), COC=1C=C(C=C(C1OC)OC)C1=CC=C(CCl)C=C1 (4-(3,4,5-trimethoxyphenyl)benzyl chloride). Product: Cl.Cl.CSC=1C=C(C=CC1)N(CC1=CC=C(C=C1)C1=CC(=C(C(=C1)OC)OC)OC)C1CCN(CC1)CC1=CC(=NC=C1)C1=CC(=C(C(=C1)OC)OC)OC (4-[N-(3-Methylthiophenyl)-N-[4-(3,4,5-trimethoxyphenyl)benzyl]amino]-1-[[2-(3,4,5-trimethoxyphenyl)pyridin-4-yl]methyl]piperidine Dihydrochloride). RXN SMILES: [CH3:1][S:2][C:3]1[CH:4]=[C:5]([CH:32]=[CH:33][CH:34]=1)[NH:6][CH:7]1[CH2:12][CH2:11][N:10]([CH2:13][C:14]2[CH:19]=[CH:18][N:17]=[C:16]([C:20]3[CH:25]=[C:24]([O:26][CH3:27])[C:23]([O:28][CH3:29])=[C:22]([O:30][CH3:31])[CH:21]=3)[CH:15]=2)[CH2:9][CH2:8]1.[CH3:35][O:36][C:37]1[CH:38]=[C:39]([C:47]2[CH:54]=[CH:53][C:50]([CH2:51][Cl:52])=[CH:49][CH:48]=2)[CH:40]=[C:41]([O:45][CH3:46])[C:42]=1[O:43][CH3:44]>>[ClH:52].[ClH:52].[CH3:1][S:2][C:3]1[CH:4]=[C:5]([N:6]([CH:7]2[CH2:8][CH2:9][N:10]([CH2:13][C:14]3[CH:19]=[CH:18][N:17]=[C:16]([C:20]4[CH:21]=[C:22]([O:30][CH3:31])[C:23]([O:28][CH3:29])=[C:24]([O:26][CH3:27])[CH:25]=4)[CH:15]=3)[CH2:11][CH2:12]2)[CH2:51][C:50]2[CH:53]=[CH:54][C:47]([C:39]3[CH:40]=[C:41]([O:45][CH3:46])[C:42]([O:43][CH3:44])=[C:37]([O:36][CH3:35])[CH:38]=3)=[CH:48][CH:49]=2)[CH:32]=[CH:33][CH:34]=1 |f:2.3.4|. Procedure: 4-(3-Methylthioanilino)-1-[[2-(3,4,5-trimethoxyphenyl)pyridin-4-yl]methyl]piperidine (143 mg) and 4-(3,4,5-trimethoxyphenyl)benzyl chloride (114 mg) were condensed in the same manner as described in Example 9. The title compound was obtained as yellow powder after converting a free base to a dihydrochloride. Starting materials: BrB(Br)Br, ClCCl, COc1ccc(F)c(C=O)c1. Yields the product O=Cc1cc(O)ccc1F. As a reaction SMILES: [B:12]([Br:13])([Br:14])[Br:15].[Cl:16][CH2:17][Cl:18].[F:1][c:2]1[c:3]([CH:4]=[O:5])[cH:6][c:7]([O:10][CH3:11])[cH:8][cH:9]1>>[F:1][c:2]1[c:3]([CH:4]=[O:5])[cH:6][c:7]([OH:10])[cH:8][cH:9]1.